This data is from the Open Reaction Database (ORD), a public repository of structured organic reaction records. The task is: describe an organic reaction: reactants, conditions, products, and yield The reactants are Cc1cc2c(cc1Br)C(C)(C)CC(O)C2(C)C, O=P(Cl)(Cl)Cl, c1ccncc1. Product: Cc1cc2c(cc1Br)C(C)(C)C=CC2(C)C. RXN SMILES: [Br:1][c:2]1[cH:3][c:4]2[c:9]([cH:10][c:11]1[CH3:12])[C:8]([CH3:13])([CH3:14])[CH:7]([OH:15])[CH2:6][C:5]2([CH3:16])[CH3:17].[P:18]([Cl:19])([Cl:20])([Cl:21])=[O:22].[cH:23]1[cH:24][cH:25][n:26][cH:27][cH:28]1>>[Br:1][c:2]1[cH:3][c:4]2[c:9]([cH:10][c:11]1[CH3:12])[C:8]([CH3:13])([CH3:14])[CH:7]=[CH:6][C:5]2([CH3:16])[CH3:17]. Reactants: [OH-].[Na+] (NaOH), CN1C2=CC=CC=C2S(C=2C=CC(=CC12)C(C(=O)NC=1SC=C(N1)CC(=O)OCC)CC1CCOCC1)(=O)=O (ethyl {2-[2-(10-methyl-5,5-dioxo-5,10-dihydrophenothiazin-2-yl)-3-(tetrahydropyran-4-yl)propionylamino]thiazol-4-yl}acetate), Cl (HCl). Run in O1CCCC1 (tetrahydrofuran), O (water). Product: CN1C2=CC=CC=C2S(C=2C=CC(=CC12)C(C(=O)NC=1SC=C(N1)CC(=O)O)CC1CCOCC1)(=O)=O ({2-[2-(10-Methyl-5,5-dioxo-5,10-dihydrophenothiazin-2-yl)-3-(tetrahydropyran-4-yl)propionylamino]thiazol-4-yl}acetic Acid). RXN SMILES: [OH-].[Na+].[CH3:3][N:4]1[C:17]2[CH:16]=[C:15]([CH:18]([CH2:33][CH:34]3[CH2:39][CH2:38][O:37][CH2:36][CH2:35]3)[C:19]([NH:21][C:22]3[S:23][CH:24]=[C:25]([CH2:27][C:28]([O:30]CC)=[O:29])[N:26]=3)=[O:20])[CH:14]=[CH:13][C:12]=2[S:11](=[O:41])(=[O:40])[C:10]2[C:5]1=[CH:6][CH:7]=[CH:8][CH:9]=2.Cl>O1CCCC1.O>[CH3:3][N:4]1[C:17]2[CH:16]=[C:15]([CH:18]([CH2:33][CH:34]3[CH2:35][CH2:36][O:37][CH2:38][CH2:39]3)[C:19]([NH:21][C:22]3[S:23][CH:24]=[C:25]([CH2:27][C:28]([OH:30])=[O:29])[N:26]=3)=[O:20])[CH:14]=[CH:13][C:12]=2[S:11](=[O:40])(=[O:41])[C:10]2[C:5]1=[CH:6][CH:7]=[CH:8][CH:9]=2 |f:0.1|. Reported procedure: At room temperature and with stirring, 0.25 ml of 2M NaOH are added to a suspension of 25.0 mg of ethyl {2-[2-(10-methyl-5,5-dioxo-5,10-dihydrophenothiazin-2-yl)-3-(tetrahydropyran-4-yl)propionylamino]thiazol-4-yl}acetate in 5 ml of tetrahydrofuran and 2 ml of water, and the mixture is stirred at room temperature for 12 hours. The reaction mixture is then neutralized by addition of 1M HCl. The solvents are removed under reduced pressure, and the residue is taken up in 20 ml of ethyl acetate and ... The reactants are NC1=C(NC2=CC(=CC=C2)I)C=CC(=C1)C#N (2-amino-(N-(3-iodophenyl))4-cyanoaniline), C(=O)O (formic acid). Run at temperature 90 celsius. Yields the product C(#N)C1=CC2=C(N(C=N2)C2=CC(=CC=C2)I)C=C1 (5-Cyano-1-(3-iodophenyl)benzimidazole). As a reaction SMILES: [NH2:1][C:2]1[CH:15]=[C:14]([C:16]#[N:17])[CH:13]=[CH:12][C:3]=1[NH:4][C:5]1[CH:10]=[CH:9][CH:8]=[C:7]([I:11])[CH:6]=1.[CH:18](O)=O>>[C:16]([C:14]1[CH:13]=[CH:12][C:3]2[N:4]([C:5]3[CH:10]=[CH:9][CH:8]=[C:7]([I:11])[CH:6]=3)[CH:18]=[N:1][C:2]=2[CH:15]=1)#[N:17]. Reported procedure: A suspension of 2-amino-(N-(3-iodophenyl))4-cyanoaniline (1,8 g, 5.36 mmol) in formic acid (20 ml) is heated to 80-100° C. for 1.5 hours. The hot reaction mixture is filtered through a cotton pad into ice-water (100 ml). The precipitate is filtered off, washed with water and dried. This crude product is dissolved in dichloromethane and is brought to precipitation by addition of petroleum ether. The product is filtered off and dried. Yield: 1.38 g (75%) of the title compound. Mp. 177-179° C. Starting materials: CCOC(=O)CC1OB(O)c2cc(O)cc(COC)c21, CC(C)=O, CCOC(C)=O, [K+], [K+], O=C([O-])[O-]. The product is CCOC(=O)CC1OB(O)c2cc(OC)cc(COC)c21. Reaction SMILES: [CH2:1]([CH3:2])[O:3][C:4]([CH2:5][CH:6]1[c:7]2[c:8]([cH:12][c:13]([OH:19])[cH:14][c:15]2[CH2:16][O:17][CH3:18])[B:9]([OH:11])[O:10]1)=[O:20].[CH3:27][C:28](=[O:29])[CH3:30].[CH3:31][CH2:32][O:33][C:34]([CH3:35])=[O:36].[K+:21].[K+:22].[O-:23][C:24]([O-:25])=[O:26]>>[CH2:1]([CH3:2])[O:3][C:4]([CH2:5][CH:6]1[c:7]2[c:8]([cH:12][c:13]([O:19][CH3:24])[cH:14][c:15]2[CH2:16][O:17][CH3:18])[B:9]([OH:11])[O:10]1)=[O:20].